This data is from the Open Reaction Database (ORD), a public repository of structured organic reaction records. The task is: describe an organic reaction: reactants, conditions, products, and yield Starting materials: O (water), N1=C(C=CC(=C1)C(=O)[O-])C(=O)OCC (ethyl 2,5-pyridine-dicarboxylate), C(C)O (ethanol), [Cl-].[Ca+2].[Cl-] (calcium chloride), [BH4-].[Na+] (sodium borohydride). Conditions: temperature -5 celsius, time 2 hour. Product: OCC1=NC=C(C(=O)OCC)C=C1 (Ethyl 6-hydroxymethylnicotinate). Isolated yield 84.0%. Reaction SMILES: [N:1]1[CH:6]=[C:5]([C:7]([O-:9])=[O:8])[CH:4]=[CH:3][C:2]=1[C:10]([O:12]CC)=O.[BH4-].[Na+].[Cl-].[Ca+2].[Cl-].O.[CH2:21](O)[CH3:22]>>[OH:12][CH2:10][C:2]1[CH:3]=[CH:4][C:5]([C:7]([O:9][CH2:21][CH3:22])=[O:8])=[CH:6][N:1]=1 |f:1.2,3.4.5|. Procedure: 45.77 g (205 mmol) of ethyl 2,5-pyridine-dicarboxylate was dissolved in 410 ml of absolute ethanol in a one-liter round-bottomed flask. The reaction medium was cooled to −5° C. and 5.04 g (133.2 mmol) of sodium borohydride was added, followed by portionwise addition of 14.79 g (133.2 mmol) of calcium chloride, while keeping the temperature below −5° C. The reaction medium was stirred at −5° C. for two hours and poured into water. The product was extracted with ethyl ether and washed with water a... Starting materials: OCC1NC2=CC=CC=C2CC1 (2-hydroxymethyltetrahydroquinoline), N1C=NC=C1 (imidazole), C1(=CC=CC=C1)P(C1=CC=CC=C1)C1=CC=CC=C1 (triphenylphosphine), II (iodine), S(=S)(=O)([O-])[O-].[Na+].[Na+] (sodium thiosulfate), C1(C=2C(C(N1)=O)=CC=CC2)=O.[K] (potassium phthalimide). The solvent is C1(=CC=CC=C1)C.C(C)#N (toluene acetonitrile), O (water). Conditions: temperature 0 celsius, time 2 hour. Product: C1(C=2C(C(N1CC1NC3=CC=CC=C3CC1)=O)=CC=CC2)=O (2-Phthalimidomethyltetrahydroquinoline). The yield is 57.5%. RXN SMILES: O[CH2:2][CH:3]1[CH2:12][CH2:11][C:10]2[C:5](=[CH:6][CH:7]=[CH:8][CH:9]=2)[NH:4]1.N1C=CN=C1.C1(P(C2C=CC=CC=2)C2C=CC=CC=2)C=CC=CC=1.II.S([O-])([O-])(=O)=S.[Na+].[Na+].[C:46]1(=[O:56])[NH:50][C:49](=[O:51])[C:48]2=[CH:52][CH:53]=[CH:54][CH:55]=[C:47]12.[K]>O.C1(C)C=CC=CC=1.C(#N)C>[C:46]1(=[O:56])[N:50]([CH2:2][CH:3]2[CH2:12][CH2:11][C:10]3[C:5](=[CH:6][CH:7]=[CH:8][CH:9]=3)[NH:4]2)[C:49](=[O:51])[C:48]2=[CH:52][CH:53]=[CH:54][CH:55]=[C:47]12 |f:4.5.6,7.8,10.11,^1:56|. Procedure details: To a solution of 2-hydroxymethyltetrahydroquinoline (10 g, 61 mmol), imidazole (10.0 g, 147 mmol), and triphenylphosphine (19.0 g, 72.4 mmol) in a mixed solvent of 5:1 toluene/acetonitrile (360 mL) was added iodine (16.85 g, 66.4 mmol) at 0° C. The mixture was stirred for 2 h at 0° C. and aqueous sodium thiosulfate was added. The organic layer was separated, washed with water and brine, dried over magnesium sulfate, and concentrated. The residue was triturated with diethyl ether and insoluble ma... Reactants: Cl.N[C@H]1[C@@H](C1)C1=CC=C(C=C1)NC(C1=CC(=CC=C1)C(F)(F)F)=O (N-[4-(trans-2-aminocyclopropyl)phenyl]-3-(trifluoromethyl)benzamide hydrochloride), C(C1=CC=CC=C1)=O (benzaldehyde), C(O)([O-])=O.[Na+] (sodium hydrogen carbonate), [BH4-].[Na+] (sodium borohydride). Solvent: CO (methanol), O (water). Run at temperature 70 celsius, time 1 hour. The product is C(C1=CC=CC=C1)N[C@H]1[C@@H](C1)C1=CC=C(C=C1)NC(C1=CC(=CC=C1)C(F)(F)F)=O (N-{4-[trans-2-(benzylamino)cyclopropyl]phenyl}-3-(trifluoromethyl)benzamide). As a reaction SMILES: Cl.[NH2:2][C@@H:3]1[CH2:5][C@H:4]1[C:6]1[CH:11]=[CH:10][C:9]([NH:12][C:13](=[O:24])[C:14]2[CH:19]=[CH:18][CH:17]=[C:16]([C:20]([F:23])([F:22])[F:21])[CH:15]=2)=[CH:8][CH:7]=1.[CH:25](=O)[C:26]1[CH:31]=[CH:30][CH:29]=[CH:28][CH:27]=1.C(=O)([O-])O.[Na+].[BH4-].[Na+]>CO.O>[CH2:25]([NH:2][C@@H:3]1[CH2:5][C@H:4]1[C:6]1[CH:7]=[CH:8][C:9]([NH:12][C:13](=[O:24])[C:14]2[CH:19]=[CH:18][CH:17]=[C:16]([C:20]([F:22])([F:23])[F:21])[CH:15]=2)=[CH:10][CH:11]=1)[C:26]1[CH:31]=[CH:30][CH:29]=[CH:28][CH:27]=1 |f:0.1,3.4,5.6|. Procedure details: To a solution of N-[4-(trans-2-aminocyclopropyl)phenyl]-3-(trifluoromethyl)benzamide hydrochloride (107 mg) in methanol (2 mL) were added benzaldehyde (30 μL) and sodium hydrogen carbonate (37.8 mg). The mixture was stirred at 70° C. for 1 hr, and ice-cooled to 0° C. and sodium borohydride (17.0 mg) was added. The mixture was stirred for 1 hr and water was added. The mixture was extracted with ethyl acetate, and the extract was washed with saturated brine and dried over anhydrous sodium sulfate.... The reactants are Cl (HCl), C(C)(C)(C)OC(=O)N1N=C(C=C1C=1C=CC=2N(C1)C(=C(N2)C2=CC=C(C=C2)C2(CCC2)NC(=O)OC(C)(C)C)C2=CC=CC=C2)C (5-{2-[4-(1-tert-butoxycarbonylamino-cyclobutyl)-phenyl]-3-phenyl-imidazo[1,2-a]pyridin-6-yl}-3-methyl-pyrazole-1-carboxylic acid tert-butyl ester), [OH-].[Na+] (sodium hydroxide). The solvent is C(Cl)Cl.CO (DCM MeOH). Reaction conditions: time 2 hour. Yields the product CC=1C=C(NN1)C=1C=CC=2N(C1)C(=C(N2)C2=CC=C(C=C2)C2(CCC2)N)C2=CC=CC=C2 (1-{4-[6-(5-methyl-2H-pyrazol-3-yl)-3-phenyl-imidazo[1,2-a]pyridin-2-yl ]-phenyl}-cyclobutylamine). Isolated yield 18.7%. Reaction SMILES: C(OC([N:8]1[C:12]([C:13]2[CH:14]=[CH:15][C:16]3[N:17]([C:19]([C:40]4[CH:45]=[CH:44][CH:43]=[CH:42][CH:41]=4)=[C:20]([C:22]4[CH:27]=[CH:26][C:25]([C:28]5([NH:32]C(OC(C)(C)C)=O)[CH2:31][CH2:30][CH2:29]5)=[CH:24][CH:23]=4)[N:21]=3)[CH:18]=2)=[CH:11][C:10]([CH3:46])=[N:9]1)=O)(C)(C)C.Cl.[OH-].[Na+]>C(Cl)Cl.CO>[CH3:46][C:10]1[CH:11]=[C:12]([C:13]2[CH:14]=[CH:15][C:16]3[N:17]([C:19]([C:40]4[CH:45]=[CH:44][CH:43]=[CH:42][CH:41]=4)=[C:20]([C:22]4[CH:23]=[CH:24][C:25]([C:28]5([NH2:32])[CH2:29][CH2:30][CH2:31]5)=[CH:26][CH:27]=4)[N:21]=3)[CH:18]=2)[NH:8][N:9]=1 |f:2.3,4.5|. Procedure: The crude product from Step 1 (79 mg) was dissolved in DCM/MeOH (2 mL/1 mL) and treated with HCl (4 M soln in dioxane, 0.96 mL). The reaction was stirred for 2 hours before it was poured onto ice, made alkaline with dilute aqueous sodium hydroxide solution (2M) and extracted with DCM. The organic phase was washed with brine, dried and concentrated in vacuo. Purification was achieved by chromatography on silica gel to give the title compound (10 mg). Starting materials: CC(=O)[O-], CC(=O)[O-], CC(=O)[O-], CCCCc1c(Cc2ccc(-c3ccccc3C#N)c(F)c2)c(=O)n(C2CCC(O)CC2)c2ccnn12, CCOC(C)=O, Cc1ccccc1, CCOC(=O)C=[N+]=[N-], O, [Rh+3]. Product: CCCCc1c(Cc2ccc(-c3ccccc3C#N)c(F)c2)c(=O)n(C2CCC(OCC(=O)OCC)CC2)c2ccnn12. RXN SMILES: [C:60]([O-:61])(=[O:62])[CH3:63].[C:65]([O-:66])(=[O:67])[CH3:68].[C:69]([O-:70])(=[O:71])[CH3:72].[CH2:1]([CH2:2][CH2:3][CH3:4])[c:5]1[c:6]([CH2:22][c:23]2[cH:24][c:25]([F:37])[c:26](-[c:29]3[c:30]([C:35]#[N:36])[cH:31][cH:32][cH:33][cH:34]3)[cH:27][cH:28]2)[c:7](=[O:21])[n:8]([CH:14]2[CH2:15][CH2:16][CH:17]([OH:20])[CH2:18][CH2:19]2)[c:9]2[n:10]1[n:11][cH:12][cH:13]2.[CH3:46][CH2:47][O:48][C:49](=[O:50])[CH3:51].[CH3:53][c:54]1[cH:55][cH:56][cH:57][cH:58][cH:59]1.[N+:38](=[N-:39])=[CH:40][C:41](=[O:42])[O:43][CH2:44][CH3:45].[OH2:52].[Rh+3:64]>>[CH2:1]([CH2:2][CH2:3][CH3:4])[c:5]1[c:6]([CH2:22][c:23]2[cH:24][c:25]([F:37])[c:26](-[c:29]3[c:30]([C:35]#[N:36])[cH:31][cH:32][cH:33][cH:34]3)[cH:27][cH:28]2)[c:7](=[O:21])[n:8]([CH:14]2[CH2:15][CH2:16][CH:17]([O:20][CH2:40][C:41](=[O:42])[O:43][CH2:44][CH3:45])[CH2:18][CH2:19]2)[c:9]2[n:10]1[n:11][cH:12][cH:13]2.